From a dataset of the Open Reaction Database (ORD), a public repository of structured organic reaction records. describe an organic reaction: reactants, conditions, products, and yield The reactants are O=c1[nH]c2cc(Br)ccc2n2c(C3CCCCC3)ncc12, O=C([O-])[O-], CN(C)C=O, I[Cu]I, [K+], [K+], O, c1cn[nH]c1. RXN SMILES: [Br:1][c:2]1[cH:3][c:4]2[nH:5][c:6](=[O:21])[c:7]3[n:8]([c:9]2[cH:10][cH:11]1)[c:12]([CH:15]1[CH2:16][CH2:17][CH2:18][CH2:19][CH2:20]1)[n:13][cH:14]3.[C:27](=[O:28])([O-:29])[O-:30].[CH3:33][N:34]([CH3:35])[CH:36]=[O:37].[Cu:38]([I:39])[I:40].[K+:31].[K+:32].[OH2:41].[nH:22]1[n:23][cH:24][cH:25][cH:26]1>>[c:2]1(-[n:22]2[n:23][cH:24][cH:25][cH:26]2)[cH:3][c:4]2[nH:5][c:6](=[O:21])[c:7]3[n:8]([c:9]2[cH:10][cH:11]1)[c:12]([CH:15]1[CH2:16][CH2:17][CH2:18][CH2:19][CH2:20]1)[n:13][cH:14]3. Yields the product O=c1[nH]c2cc(-n3cccn3)ccc2n2c(C3CCCCC3)ncc12. Starting materials: CC(C)(C)OC(=O)NC1C(=O)N(OCc2ccccc2)C1(C)C, CO. The product is CC(C)(C)OC(=O)NC1C(=O)N(O)C1(C)C. As a reaction SMILES: [C:1]([CH3:2])([CH3:3])([CH3:4])[O:5][C:6](=[O:7])[NH:8][CH:9]1[C:10](=[O:23])[N:11]([O:15][CH2:16][c:17]2[cH:18][cH:19][cH:20][cH:21][cH:22]2)[C:12]1([CH3:13])[CH3:14].[CH3:24][OH:25]>>[C:1]([CH3:2])([CH3:3])([CH3:4])[O:5][C:6](=[O:7])[NH:8][CH:9]1[C:10](=[O:23])[N:11]([OH:15])[C:12]1([CH3:13])[CH3:14]. RXN SMILES: [Br:1][CH2:2][C:3](=[O:4])[Br:5].[C:27](=[O:28])([OH:29])[O-:30].[Cl:32][CH2:33][Cl:34].[NH2:6][c:7]1[c:8]([C:13](=[O:14])[c:15]2[cH:16][cH:17][cH:18][cH:19][cH:20]2)[n:9][o:10][c:11]1[CH3:12].[Na+:21].[Na+:22].[Na+:31].[O-:23][C:24](=[O:25])[O-:26].[OH2:35]>>[Br:1][CH2:2][C:3](=[O:4])[NH:6][c:7]1[c:8]([C:13](=[O:14])[c:15]2[cH:16][cH:17][cH:18][cH:19][cH:20]2)[n:9][o:10][c:11]1[CH3:12]. Starting materials: O=C(Br)CBr, O=C([O-])O, ClCCl, Cc1onc(C(=O)c2ccccc2)c1N, [Na+], [Na+], [Na+], O=C([O-])[O-], O. Yields the product Cc1onc(C(=O)c2ccccc2)c1NC(=O)CBr. Starting materials: CCOC(=O)C=C1CCC2(CC1)OCCO2, CCOC(C)=O, CO. The product is CCOC(=O)CC1CCC2(CC1)OCCO2. RXN SMILES: [CH2:1]([CH3:2])[O:3][C:4](=[O:5])[CH:6]=[C:7]1[CH2:8][CH2:9][C:10]2([O:11][CH2:12][CH2:13][O:14]2)[CH2:15][CH2:16]1.[CH3:17][CH2:18][O:19][C:20]([CH3:21])=[O:22].[CH3:23][OH:24]>>[CH2:1]([CH3:2])[O:3][C:4](=[O:5])[CH2:6][CH:7]1[CH2:8][CH2:9][C:10]2([O:11][CH2:12][CH2:13][O:14]2)[CH2:15][CH2:16]1. Reactants: C(CCCCC)[Mg]Br (n-hexylmagnesium bromide), ClC1=CC=CC(=N1)OS(=O)(=O)C(F)(F)F (6-chloro-2-(trifluoromethanesulfonyloxy)pyridine). The solvent is C1CCOC1 (THF), CN1CCCC1=O (NMP), CCOCC (Et2O). Yields the product C(CCCCC)C1=NC(=CC=C1)CCCCCC (2,6-di(hexyl)pyridine). Yield: 73.0%. RXN SMILES: [CH2:1]([Mg]Br)[CH2:2][CH2:3][CH2:4][CH2:5][CH3:6].Cl[C:10]1[N:15]=[C:14](OS(C(F)(F)F)(=O)=O)[CH:13]=[CH:12][CH:11]=1>C1COCC1.CN1C(=O)CCC1.CCOCC>[CH2:1]([C:14]1[CH:13]=[CH:12][CH:11]=[C:10]([CH2:1][CH2:2][CH2:3][CH2:4][CH2:5][CH3:6])[N:15]=1)[CH2:2][CH2:3][CH2:4][CH2:5][CH3:6]. Reported procedure: A solution of n-hexylmagnesium bromide (2M in Et2O, 3.3 mL) is added to a solution of 6-chloro-2-(trifluoromethanesulfonyloxy)pyridine (435 mg, 1.66 mmol) in THF (7 mL) and NMP (0.5 mL) at 0° C. The reaction mixture turns black and GC inspection indicates quantitative conversion of the substrate after 5 min reacion time. For work-up, the mixture is diluted with Et2O (20 mL) and quenched with brine (20 mL), the aqueous phase is repeatedly extracted with Et2O, the combined organic layers are dried...